This data is from the Open Reaction Database (ORD), a public repository of structured organic reaction records. The task is: describe an organic reaction: reactants, conditions, products, and yield Reactants: OCCNC(=O)C1=NC=CC=C1 (N-(2-hydroxyethyl)-2-pyridinecarboxamide), S(=O)(Cl)Cl (sulfinyl chloride). Reaction conditions: time 3 hour. Product: 14, Cl.ClCCNC(=O)C1=NC=CC=C1 (N-(2-chloroethyl)-2-pyridinecarboxamide hydrochloride). As a reaction SMILES: O[CH2:2][CH2:3][NH:4][C:5]([C:7]1[CH:12]=[CH:11][CH:10]=[CH:9][N:8]=1)=[O:6].S(Cl)([Cl:15])=O>>[ClH:15].[Cl:15][CH2:2][CH2:3][NH:4][C:5]([C:7]1[CH:12]=[CH:11][CH:10]=[CH:9][N:8]=1)=[O:6] |f:2.3|. Procedure: To 49 parts of N-(2-hydroxyethyl)-2-pyridinecarboxamide are added dropwise 80 parts of sulfinyl chloride while stirring vigourously. Upon completion, stirring is continued first for 3 hours at reflux and further for 2 hours at room temperature. The excess of sulfinyl chloride is evaporated and the residue is poured onto hot methanol. After cooling, the precipitated product is filtered off (the filtrate is set aside) and washed thoroughly with 2,2'-oxybispropane, yielding a first fraction of 14 p... Reactants: C(C)OC(=O)N1C2CC(CC1CC2)N2CCC1(CC2)CN(CC2=CC=CC=C21)C(=O)OC(C)(C)C (tert-butyl 1′-(8-(ethoxycarbonyl)-8-azabicyclo[3.2.1]octan-3-yl)-1H-spiro[isoquinoline-4,4′-piperidine]-2(3H)-carboxylate), FC(C(=O)O)(F)F (trifluoroacetic acid). Solvent: ClCCl (dichloromethane), C(C)#N (acetonitrile). Run at time 45 minute. Yields the product N1(CCC2(CC1)CNCC1=CC=CC=C12)C1CC2CCC(C1)N2C(=O)OCC (ethyl 3-(2,3-dihydro-1H-spiro[isoquinoline-4,4′-piperidine]-1′-yl)-8-azabicyclo[3.2.1]octane-8-carboxylate). Yield: 88.3%. RXN SMILES: [CH2:1]([O:3][C:4]([N:6]1[CH:11]2[CH2:12][CH2:13][CH:7]1[CH2:8][CH:9]([N:14]1[CH2:19][CH2:18][C:17]3([C:28]4[C:23](=[CH:24][CH:25]=[CH:26][CH:27]=4)[CH2:22][N:21](C(OC(C)(C)C)=O)[CH2:20]3)[CH2:16][CH2:15]1)[CH2:10]2)=[O:5])[CH3:2].FC(F)(F)C(O)=O>ClCCl.C(#N)C>[N:14]1([CH:9]2[CH2:10][CH:11]3[N:6]([C:4]([O:3][CH2:1][CH3:2])=[O:5])[CH:7]([CH2:13][CH2:12]3)[CH2:8]2)[CH2:19][CH2:18][C:17]2([C:28]3[C:23](=[CH:24][CH:25]=[CH:26][CH:27]=3)[CH2:22][NH:21][CH2:20]2)[CH2:16][CH2:15]1. Procedure details: The crude tert-butyl 1′-(8-(ethoxycarbonyl)-8-azabicyclo[3.2.1]octan-3-yl)-1H -spiro[isoquinoline-4,4′-piperidine]-2(3H)-carboxylate 5b (3.641 g) was dissolved in dichloromethane (10 mL) and treated with trifluoroacetic acid (10 mL). The reaction was stirred at room temperature for 45 min, then concentrated under reduced pressure. The oil obtained was re-dissolved in acetonitrile, re-concentrated under reduced pressure, treated with 2 N NaOH (25 mL) and extracted with dichloromethane (2×50 mL). ...